This data is from the Open Reaction Database (ORD), a public repository of structured organic reaction records. The task is: describe an organic reaction: reactants, conditions, products, and yield Reactants: [F-].[Ce+3].[F-].[F-] (cerium fluoride), COC[C@@H]1OC(OC1)=O ((S)-4-methoxymethyl-1,3-dioxolan-2-one), NC(=O)N (Urea). Solvent: CS(=O)C (dimethyl sulfoxide). Conditions: temperature 140 celsius, time 36 hour. Product: COC[C@H]1CNC(O1)=O ((R)-5-methoxymethyloxazolidin-2-one). The yield is 82972.7%. As a reaction SMILES: [NH2:1]C(N)=O.[F-].[Ce+3].[F-].[F-].[CH3:9][O:10][CH2:11][C@H:12]1[CH2:16][O:15][C:14](=O)[O:13]1>CS(C)=O>[CH3:9][O:10][CH2:11][C@@H:12]1[O:13][C:14](=[O:15])[NH:1][CH2:16]1 |f:1.2.3.4|. Procedure: Urea (246 g, 4.09 mmol) was dissolved in dimethyl sulfoxide (2.27 L), and thereto were added cerium fluoride (69.0 g, 0.454 mol) and (S)-4-methoxymethyl-1,3-dioxolan-2-one (600 g, 4.54 mol, optical purity 98.9%ee), in order. The mixture was stirred for 36 hours at 140° C. under an atmosphere of argon. After filtering off the insoluble materials, the filtrate was condensed in vacuo, and the residue was purified by distillation to give the subject (R)-5-methoxymethyloxazolidin-2-one (445 g, yield ... The reactants are COCC1CCCN1c1ccc(N)cn1, O=C(O)c1nc(-c2ccccc2)oc1C(F)(F)F. The product is COCC1CCCN1c1ccc(NC(=O)c2nc(-c3ccccc3)oc2C(F)(F)F)cn1. RXN SMILES: [CH3:19][O:20][CH2:21][CH:22]1[N:23]([c:27]2[cH:28][cH:29][c:30]([NH2:33])[cH:31][n:32]2)[CH2:24][CH2:25][CH2:26]1.[c:1]1(-[c:7]2[o:8][c:9]([C:15]([F:16])([F:17])[F:18])[c:10]([C:12](=[O:13])[OH:14])[n:11]2)[cH:2][cH:3][cH:4][cH:5][cH:6]1>>[c:1]1(-[c:7]2[o:8][c:9]([C:15]([F:16])([F:17])[F:18])[c:10]([C:12](=[O:14])[NH:33][c:30]3[cH:29][cH:28][c:27]([N:23]4[CH:22]([CH2:21][O:20][CH3:19])[CH2:26][CH2:25][CH2:24]4)[n:32][cH:31]3)[n:11]2)[cH:2][cH:3][cH:4][cH:5][cH:6]1. The reactants are C(C)#N (acetonitrile), C([C@H](O)[C@@H](O)C(=O)O)(=O)O (L-tartaric acid). Solvent: C(C)(=O)O (acetic acid), monohydrate. Conditions: temperature 50 celsius, time 8 hour. Product: 25.7, C(=O)([O-])C(O)C(O)C(=O)[O-].C(C)#N (tartrate acetonitrile). As a reaction SMILES: [C:1](#[N:3])[CH3:2].[C:4]([OH:13])(=[O:12])[C@@H:5]([C@H:7]([C:9]([OH:11])=[O:10])[OH:8])[OH:6]>C(O)(=O)C>[C:9]([CH:7]([CH:5]([C:4]([O-:13])=[O:12])[OH:6])[OH:8])([O-:11])=[O:10].[C:1](#[N:3])[CH3:2] |f:3.4|. Procedure details: In 80 volume parts of acetic acid are dissolved 19 parts of TRH monohydrate and 7.5 parts of L-tartaric acid, and while the solution is warmed to 50°C, 240 volume parts of acetonitrile is added in installments. The temperature is gradually brought down to room temperature, at which temperature the solution is allowed to stand overnight. The resultant crystals are harvested by filtration, washed with acetonitrile and dried under reduced pressure. The procedure yields 25.7 parts of TRH tartrate-ac... Reactants: C(#N)C1=CC2=C(NC(=N2)CC2=C3C=CN(C3=C(C=C2OC)C)C(=O)OC(C)(C)C)C=C1 (tert-butyl 4-((5-cyano-1H-benzo[d]imidazol-2-yl)methyl)-5-methoxy-7-methyl-1H-indole-1-carboxylate), C(=O)([O-])[O-].[Cs+].[Cs+] (Cs2CO3). Run in C1CCOC1 (THF), CO (MeOH). Conditions: temperature 58 celsius, time 1 hour. The product is COC=1C(=C2C=CNC2=C(C1)C)CC1=NC2=C(N1)C=CC(=C2)C#N (2-((5-Methoxy-7-methyl-1H-indol-4-yl)methyl)-1H-benzo[d]imidazole-5-carbonitrile). As a reaction SMILES: [C:1]([C:3]1[CH:31]=[CH:30][C:6]2[NH:7][C:8]([CH2:10][C:11]3[C:19]([O:20][CH3:21])=[CH:18][C:17]([CH3:22])=[C:16]4[C:12]=3[CH:13]=[CH:14][N:15]4C(OC(C)(C)C)=O)=[N:9][C:5]=2[CH:4]=1)#[N:2].C([O-])([O-])=O.[Cs+].[Cs+]>C1COCC1.CO>[CH3:21][O:20][C:19]1[C:11]([CH2:10][C:8]2[NH:7][C:6]3[CH:30]=[CH:31][C:3]([C:1]#[N:2])=[CH:4][C:5]=3[N:9]=2)=[C:12]2[C:16](=[C:17]([CH3:22])[CH:18]=1)[NH:15][CH:14]=[CH:13]2 |f:1.2.3|. Reported procedure: To a solution of tert-butyl 4-((5-cyano-1H-benzo[d]imidazol-2-yl)methyl)-5-methoxy-7-methyl-1H-indole-1-carboxylate (878 mg, 2.108 mmol) in THF (12 mL) and MeOH (12 mL) was added Cs2CO3 (3.4 g, 10.54 mmol). The mixture was stirred at 58° C. for 1 hour. The reaction mixture was cooled to room temperature, concentrated and purified by flash chromatography (DCM:EtOAc) to provide the title compound. 1H NMR (400 MHz, DICHLOROMETHANE-d2) δ ppm 8.24 (br. s., 1H) 7.86 (s, 1H) 7.59 (d, J=8.34 Hz, 1H) 7.4... The reactants are CCO, Cl, [Na+], [OH-], O, OO, CCCCCC(O)CCCN(C#N)CCCCCC(C)C(=O)O. The product is CCCCCC(O)CCCN(CCCCCC(C)C(=O)O)C(N)=O. RXN SMILES: [CH3:30][CH2:31][OH:32].[ClH:28].[Na+:2].[OH-:1].[OH2:29].[OH:26][OH:27].[OH:3][CH:4]([CH2:5][CH2:6][CH2:7][N:8]([C:9]#[N:10])[CH2:11][CH2:12][CH2:13][CH2:14][CH2:15][CH:16]([C:17](=[O:18])[OH:19])[CH3:20])[CH2:21][CH2:22][CH2:23][CH2:24][CH3:25]>>[O:1]=[C:9]([N:8]([CH2:7][CH2:6][CH2:5][CH:4]([OH:3])[CH2:21][CH2:22][CH2:23][CH2:24][CH3:25])[CH2:11][CH2:12][CH2:13][CH2:14][CH2:15][CH:16]([C:17](=[O:18])[OH:19])[CH3:20])[NH2:10]. The reactants are CC(C)(C)[O-], CS(C)=O, CCOC(C)=O, CS(=O)(=O)NC(=O)c1cc(F)c(F)cc1F, [K+], O, O=C(O)CC(O)(CC(=O)O)C(=O)O. Product: CC(C)(C)Oc1cc(F)c(C(=O)NS(C)(=O)=O)cc1F. As a reaction SMILES: [CH3:1][C:2]([CH3:3])([O-:4])[CH3:5].[CH3:24][S:25]([CH3:26])=[O:27].[CH3:28][CH2:29][O:30][C:31]([CH3:32])=[O:33].[F:7][c:8]1[c:9]([C:10](=[O:11])[NH:12][S:13](=[O:14])(=[O:15])[CH3:16])[cH:17][c:18]([F:22])[c:19]([F:21])[cH:20]1.[K+:6].[OH2:23].[OH:34][C:35]([CH2:36][C:37]([C:38](=[O:39])[OH:40])([CH2:41][C:42](=[O:43])[OH:44])[OH:45])=[O:46]>>[CH3:1][C:2]([CH3:3])([O:4][c:19]1[c:18]([F:22])[cH:17][c:9]([C:10](=[O:11])[NH:12][S:13](=[O:14])(=[O:15])[CH3:16])[c:8]([F:7])[cH:20]1)[CH3:5].